Task: describe an organic reaction: reactants, conditions, products, and yield. Dataset: the Open Reaction Database (ORD), a public repository of structured organic reaction records The reactants are C(C)(C)(C)OC(=O)NCCC=O (3-t-butoxycarbonylaminopropanal), CN[C@@H]1CC[C@H](CC1)C(=O)NC1=C(OC2=C1C=CC=C2)C(=O)NC2=NC=C(C=C2)Cl (Trans-3-[4-(methylamino)cyclohexylcarbonylamino]-N-(5-chloropyridin-2-yl)benzofuran-2-carboxamide), C(O)([O-])=O.[Na+] (sodium hydrogen carbonate), C(C)(=O)O[BH-](OC(C)=O)OC(C)=O.[Na+] (sodium triacetoxy borohydride). Solvent: C(C)N(CC)CC (triethylamine), ClCCl (dichloromethane). Yields the product C(C)(C)(C)OC(=O)NCCCN(C)[C@@H]1CC[C@H](CC1)C(=O)NC1=C(OC2=C1C=CC=C2)C(=O)NC2=NC=C(C=C2)Cl (Trans-3-[4-[N-[3-(t-butoxycarbonylamino)-propyl]-N-methylamino]cyclohexylcarbonylamino]-N-(5-chloropyridin-2-yl)benzofuran-2-carboxamide). The yield is 91.2%. RXN SMILES: [CH3:1][NH:2][C@H:3]1[CH2:8][CH2:7][C@H:6]([C:9]([NH:11][C:12]2[C:16]3[CH:17]=[CH:18][CH:19]=[CH:20][C:15]=3[O:14][C:13]=2[C:21]([NH:23][C:24]2[CH:29]=[CH:28][C:27]([Cl:30])=[CH:26][N:25]=2)=[O:22])=[O:10])[CH2:5][CH2:4]1.[C:31]([O:35][C:36]([NH:38][CH2:39][CH2:40][CH:41]=O)=[O:37])([CH3:34])([CH3:33])[CH3:32].C(O[BH-](OC(=O)C)OC(=O)C)(=O)C.[Na+].C(=O)([O-])O.[Na+]>ClCCl.C(N(CC)CC)C>[C:31]([O:35][C:36]([NH:38][CH2:39][CH2:40][CH2:41][N:2]([C@H:3]1[CH2:4][CH2:5][C@H:6]([C:9]([NH:11][C:12]2[C:16]3[CH:17]=[CH:18][CH:19]=[CH:20][C:15]=3[O:14][C:13]=2[C:21]([NH:23][C:24]2[CH:29]=[CH:28][C:27]([Cl:30])=[CH:26][N:25]=2)=[O:22])=[O:10])[CH2:7][CH2:8]1)[CH3:1])=[O:37])([CH3:32])([CH3:33])[CH3:34] |f:2.3,4.5|. Procedure details: Trans-3-[4-(methylamino)cyclohexylcarbonylamino]-N-(5-chloropyridin-2-yl)benzofuran-2-carboxamide (250 mg) obtained in Example 221 is suspended in dichloromethane (8 ml), and thereto are added 3-t-butoxycarbonylaminopropanal (198 mg) and triethylamine (160 μl) under ice-cooling, and the mixture is stirred for several minutes. Then, sodium triacetoxy borohydride (243 mg) and the reaction solution is warmed to room temperature, and stirred for 4 hours. To the reaction solution is poured a saturate... Reactants: Cl.COC=1C=C2CCC(CC2=CC1)CCN1CCCCC1 (6-Methoxy-2-(2-piperidinoethyl)tetralin hydrochloride). The solvent is Br (hydrobromic acid). Yields the product OC=1C=C2CCC(CC2=CC1)CCN1CCCCC1 (6-Hydroxy-2-(2-piperidinoethyl)tetralin). Isolated yield 74.5%. Reaction SMILES: Cl.C[O:3][C:4]1[CH:5]=[C:6]2[C:11](=[CH:12][CH:13]=1)[CH2:10][CH:9]([CH2:14][CH2:15][N:16]1[CH2:21][CH2:20][CH2:19][CH2:18][CH2:17]1)[CH2:8][CH2:7]2>Br>[OH:3][C:4]1[CH:5]=[C:6]2[C:11](=[CH:12][CH:13]=1)[CH2:10][CH:9]([CH2:14][CH2:15][N:16]1[CH2:21][CH2:20][CH2:19][CH2:18][CH2:17]1)[CH2:8][CH2:7]2 |f:0.1|. Procedure: 6-Methoxy-2-(2-piperidinoethyl)tetralin hydrochloride (9.3 g) was added to 48% hydrobromic acid (50 ml), which was refluxed with heating for 4 hours. After the reaction mixture was concentrated under reduced pressure, saturated sodium bicarbonate solution was added to the residue to make the water layer alkaline, and the water layer was extracted using a mixed solution of THF and ethyl acetate. The organic layer was washed with water and saturated aqueous sodium chloride solution, dried, and the... Starting materials: C(C)(C)(C)OC(C1=C(C=C(C=C1)C(CC(C(F)(F)F)(C1=CC(=C(C(=C1)Cl)Cl)Cl)SC(C)=O)=O)C)=O (4-[3-Acetylsulfanyl-4,4,4-trifluoro-3-(3,4,5-trichloro-phenyl)-butyryl]-2-methyl-benzoic acid tert-butyl ester). Solvent: NC1=CC=CC=C1 (aniline). The product is C(C)(C)(C)OC(C1=C(C=C(C=C1)C(CC(C(F)(F)F)(C1=CC(=C(C(=C1)Cl)Cl)Cl)S)=O)C)=O (2-Methyl-4-[4,4,4-trifluoro-3-mercapto-3-(3,4,5-trichloro-phenyl)-butyryl]-benzoic acid tert-butyl ester). The yield is 77.1%. RXN SMILES: [C:1]([O:5][C:6](=[O:35])[C:7]1[CH:12]=[CH:11][C:10]([C:13](=[O:33])[CH2:14][C:15]([S:29]C(=O)C)([C:20]2[CH:25]=[C:24]([Cl:26])[C:23]([Cl:27])=[C:22]([Cl:28])[CH:21]=2)[C:16]([F:19])([F:18])[F:17])=[CH:9][C:8]=1[CH3:34])([CH3:4])([CH3:3])[CH3:2]>NC1C=CC=CC=1>[C:1]([O:5][C:6](=[O:35])[C:7]1[CH:12]=[CH:11][C:10]([C:13](=[O:33])[CH2:14][C:15]([SH:29])([C:20]2[CH:25]=[C:24]([Cl:26])[C:23]([Cl:27])=[C:22]([Cl:28])[CH:21]=2)[C:16]([F:17])([F:18])[F:19])=[CH:9][C:8]=1[CH3:34])([CH3:4])([CH3:3])[CH3:2]. Procedure details: A solution of 4-[3-Acetylsulfanyl-4,4,4-trifluoro-3-(3,4,5-trichloro-phenyl)-butyryl]-2-methyl-benzoic acid tert-butyl ester (1.33 g) in aniline (13 mL) was stirred at room temperature for 3 hours. The mixture was quenched with a solution of hydrochloric acid (1N), extracted with ethyl acetate and washed with brine. The collected organic phases were dried over magnesium sulfate, filtered and the filtrate was evaporated under vacuo. The residue was purified by chromatography on silica gel (eluent... Reactants: C(CCCCCCCCC)OC1=C(C=C(C(=O)O)C=C1)C(C)(C)C (4-(Decyloxy)-3-(1,1-dimethylethyl)benzoic acid), C(C(=O)Cl)(=O)Cl (oxalyl chloride). Reagents/catalysts: CN(C=O)C (dimethylformamide). The solvent is C(Cl)Cl (methylene chloride). Run at time 18 hour. Yields the product C(CCCCCCCCC)OC1=C(C=C(C(=O)Cl)C=C1)C(C)(C)C (4-(Decyloxy)-3-(1,1-dimethylethyl)benzoyl chloride). As a reaction SMILES: [CH2:1]([O:11][C:12]1[CH:20]=[CH:19][C:15]([C:16](O)=[O:17])=[CH:14][C:13]=1[C:21]([CH3:24])([CH3:23])[CH3:22])[CH2:2][CH2:3][CH2:4][CH2:5][CH2:6][CH2:7][CH2:8][CH2:9][CH3:10].C(Cl)(=O)C([Cl:28])=O>C(Cl)Cl.CN(C)C=O>[CH2:1]([O:11][C:12]1[CH:20]=[CH:19][C:15]([C:16]([Cl:28])=[O:17])=[CH:14][C:13]=1[C:21]([CH3:24])([CH3:23])[CH3:22])[CH2:2][CH2:3][CH2:4][CH2:5][CH2:6][CH2:7][CH2:8][CH2:9][CH3:10]. Procedure: To 3.0 g of product from Example 131 in 30 ml of methylene chloride plus 2 drops of dimethylformamide is added 2.0 ml of oxalyl chloride via syringe. The reaction is stirred at room temperature for 18 hours, concentrated in vacuo, dissolved in diethyl ether and filtered through a pad of diatomaceous earth. The diethyl ether is concentrated in vacuo to give 3.15 g of the desired product as a yellow oil.